describe an organic reaction: reactants, conditions, products, and yield From a dataset of the Open Reaction Database (ORD), a public repository of structured organic reaction records. Starting materials: C(C)OC(C(CCCC=C)(C)C)=O (2,2-dimethyl-hept-6-enoic acid ethyl ester), [OH-].[Na+] (NaOH), Cl (HCl). The solvent is CO (MeOH). Run at time 18 hour. Yields the product CC(C(=O)O)(CCCC=C)C (2,2-Dimethyl-hept-6-enoic acid). As a reaction SMILES: C([O:3][C:4](=[O:13])[C:5]([CH3:12])([CH3:11])[CH2:6][CH2:7][CH2:8][CH:9]=[CH2:10])C.[OH-].[Na+].Cl>CO>[CH3:11][C:5]([CH3:12])([CH2:6][CH2:7][CH2:8][CH:9]=[CH2:10])[C:4]([OH:13])=[O:3] |f:1.2|. Reported procedure: To a solution of 2,2-dimethyl-hept-6-enoic acid ethyl ester (600 mg, 3.3 mmol) in MeOH (10 mL) is added 6N NaOH (5 mL) and the suspension is stirred at RT for 18 h. The solution is acidified with 1N HCl and extracted with EtOAc. The organic layer is dried, filtered and the solvent is removed under reduced pressure to afford the product which is used directly in the next step.